From a dataset of the Open Reaction Database (ORD), a public repository of structured organic reaction records. describe an organic reaction: reactants, conditions, products, and yield Starting materials: Cc1nc(CCl)ccc1OCc1ccccc1, CCO, [N-]=[N+]=[N-], [Na+]. Yields the product Cc1nc(CN=[N+]=[N-])ccc1OCc1ccccc1. Reaction SMILES: [CH2:1]([c:2]1[cH:3][cH:4][cH:5][cH:6][cH:7]1)[O:8][c:9]1[c:10]([CH3:17])[n:11][c:12]([CH2:15][Cl:16])[cH:13][cH:14]1.[CH3:22][CH2:23][OH:24].[N-:19]=[N+:20]=[N-:21].[Na+:18]>>[CH2:1]([c:2]1[cH:3][cH:4][cH:5][cH:6][cH:7]1)[O:8][c:9]1[c:10]([CH3:17])[n:11][c:12]([CH2:15][N:19]=[N+:20]=[N-:21])[cH:13][cH:14]1. Reactants: C([O-])(O)=O.[Na+] (sodium bicarbonate), C(=O)(OC(C)(C)C)N[C@@H](C(C)C)C(=O)O (N-Boc-L-valine), C(C1=CC=CC=C1)OC(CCCBr)=O (4-bromobutyric acid benzyl ester), [OH-].C(CCC)[N+](CCCC)(CCCC)CCCC (tetrabutylammonium hydroxide). Solvent: O1CCOCC1 (dioxane). Reaction conditions: time 18 hour. Product: C(C1=CC=CC=C1)OC(CCCOC([C@@H](NC(=O)OC(C)(C)C)C(C)C)=O)=O (4-(N-Boc-L-valyloxy)butyric acid benzyl ester). Reaction SMILES: [C:1]([NH:8][C@H:9]([C:13]([OH:15])=[O:14])[CH:10]([CH3:12])[CH3:11])([O:3][C:4]([CH3:7])([CH3:6])[CH3:5])=[O:2].[OH-].C([N+](CCCC)(CCCC)CCCC)CCC.[CH2:34]([O:41][C:42](=[O:47])[CH2:43][CH2:44][CH2:45]Br)[C:35]1[CH:40]=[CH:39][CH:38]=[CH:37][CH:36]=1.C(=O)(O)[O-].[Na+]>O1CCOCC1>[CH2:34]([O:41][C:42](=[O:47])[CH2:43][CH2:44][CH2:45][O:14][C:13](=[O:15])[C@H:9]([CH:10]([CH3:11])[CH3:12])[NH:8][C:1]([O:3][C:4]([CH3:5])([CH3:7])[CH3:6])=[O:2])[C:35]1[CH:40]=[CH:39][CH:38]=[CH:37][CH:36]=1 |f:1.2,4.5|. Procedure details: N-Boc-L-valine (1.3 g, 6 mmole) was dissolved in dioxane (5 ml). To the solution was added tetrabutylammonium hydroxide aqueous solution (40%, 3.8 ml, 6 mmole), and the solution was evaporated and coevaporated with toluene several times. The residue was dissolved in DMF (15 ml) and 4-bromobutyric acid benzyl ester (1.28 g, 5 mmole) was added to it. The reaction was kept for 18 hr, and then poured into sodium bicarbonate aqueous solution and extracted with dichlorometane. The organic phase was dr... Starting materials: IC=1C=C(C=CC1)C(=C)C=1C=C2C(CCC(C2=CC1C)(C)C)(C)C (6-[1-(3-Iodophenyl)vinyl]-1,1,4,4,7-pentamethyl-1,2,3,4-tetrahydronaphthalene), [OH-].[Na+] (sodium hydroxide), C1CCOC1 (THF), Cl (HCl). The product is CC=1C(=CC=2C(CCC(C2C1)(C)C)(C)C)C(=C)C=1C=C(C=CC1)C=CC(=O)O (3-{3-[1-(3,5,5,8,8-Pentamethyl-5,6, 7,8-tetrahydro-2-naphthyl)vinyl]phenyl}acrylic acid). As a reaction SMILES: I[C:2]1[CH:3]=[C:4]([C:8]([C:10]2[CH:11]=[C:12]3[C:17](=[CH:18][C:19]=2[CH3:20])[C:16]([CH3:22])([CH3:21])[CH2:15][CH2:14][C:13]3([CH3:24])[CH3:23])=[CH2:9])[CH:5]=[CH:6][CH:7]=1.[OH-:25].[Na+].Cl.[CH2:28]1[CH2:32][O:31]C[CH2:29]1>>[CH3:20][C:19]1[C:10]([C:8]([C:4]2[CH:3]=[C:2]([CH:29]=[CH:28][C:32]([OH:31])=[O:25])[CH:7]=[CH:6][CH:5]=2)=[CH2:9])=[CH:11][C:12]2[C:13]([CH3:23])([CH3:24])[CH2:14][CH2:15][C:16]([CH3:21])([CH3:22])[C:17]=2[CH:18]=1 |f:1.2|. Procedure: A solution of the product of Example 7 (1.5 g, 3.7 nmol) and sodium hydroxide (1.5 g) in THF (50 ml) is refluxed for 8 h, acidified to pH 1 (concentrated HCl), extracted with ethyl acetate and washed with water. After drying, the organic phase is concentrated on a rotary evaporator under vacuum at 40° C. and the product is washed with heptane.